From a dataset of the Open Reaction Database (ORD), a public repository of structured organic reaction records. describe an organic reaction: reactants, conditions, products, and yield The reactants are O=C(O)C(CO)c1ccc(Nc2ncc(Br)cn2)cc1, O=C([O-])[O-], C1COCCO1, CC1(C)OB(c2ccc(OC(F)F)cc2)OC1(C)C, [Na+], [Na+], c1ccc(P(c2ccccc2)(c2ccccc2)[Pd](P(c2ccccc2)(c2ccccc2)c2ccccc2)(P(c2ccccc2)(c2ccccc2)c2ccccc2)P(c2ccccc2)(c2ccccc2)c2ccccc2)cc1. The product is O=C(O)C(CO)c1ccc(Nc2ncc(-c3ccc(OC(F)F)cc3)cn2)cc1. RXN SMILES: [Br:1][c:2]1[cH:3][n:4][c:5]([NH:8][c:9]2[cH:10][cH:11][c:12]([CH:15]([C:16](=[O:17])[OH:18])[CH2:19][OH:20])[cH:13][cH:14]2)[n:6][cH:7]1.[C:40](=[O:41])([O-:42])[O-:43].[CH2:46]1[O:47][CH2:48][CH2:49][O:50][CH2:51]1.[F:21][CH:22]([O:23][c:24]1[cH:25][cH:26][c:27]([B:30]2[O:31][C:32]([CH3:33])([CH3:34])[C:35]([CH3:36])([CH3:37])[O:38]2)[cH:28][cH:29]1)[F:39].[Na+:44].[Na+:45].[cH:52]1[cH:53][cH:54][c:55]([P:56]([Pd:57]([P:58]([c:59]2[cH:60][cH:61][cH:62][cH:63][cH:64]2)([c:65]2[cH:66][cH:67][cH:68][cH:69][cH:70]2)[c:71]2[cH:72][cH:73][cH:74][cH:75][cH:76]2)([P:77]([c:78]2[cH:79][cH:80][cH:81][cH:82][cH:83]2)([c:84]2[cH:85][cH:86][cH:87][cH:88][cH:89]2)[c:90]2[cH:91][cH:92][cH:93][cH:94][cH:95]2)[P:96]([c:97]2[cH:98][cH:99][cH:100][cH:101][cH:102]2)([c:103]2[cH:104][cH:105][cH:106][cH:107][cH:108]2)[c:109]2[cH:110][cH:111][cH:112][cH:113][cH:114]2)([c:115]2[cH:116][cH:117][cH:118][cH:119][cH:120]2)[c:121]2[cH:122][cH:123][cH:124][cH:125][cH:126]2)[cH:127][cH:128]1>>[c:2]1(-[c:27]2[cH:26][cH:25][c:24]([O:23][CH:22]([F:21])[F:39])[cH:29][cH:28]2)[cH:3][n:4][c:5]([NH:8][c:9]2[cH:10][cH:11][c:12]([CH:15]([C:16](=[O:17])[OH:18])[CH2:19][OH:20])[cH:13][cH:14]2)[n:6][cH:7]1.